describe an organic reaction: reactants, conditions, products, and yield From a dataset of the Open Reaction Database (ORD), a public repository of structured organic reaction records. Starting materials: Cl.CC(=O)O (HCl AcOH), Cl (HCl), CO (MeOH), N([C@@H](CCCNC(N)=N)C(=O)O)C(=O)OC(C)(C)C (BOC-Arg). Solvent: C(C)(C)O (isopropyl alcohol). Product: N[C@@H](CCCNC(N)=N)C(=O)O (H-Arg). Yield: 163.0%. Reaction SMILES: Cl.CC(O)=O.CO.[NH:8](C(OC(C)(C)C)=O)[C@H:9]([C:17]([OH:19])=[O:18])[CH2:10][CH2:11][CH2:12][NH:13][C:14](=[NH:16])[NH2:15].Cl>C(O)(C)C>[NH2:8][C@H:9]([C:17]([OH:19])=[O:18])[CH2:10][CH2:11][CH2:12][NH:13][C:14](=[NH:15])[NH2:16] |f:0.1|. Reported procedure: Into a mixture consisting of 1,093 ml of 2N HCl/AcOH and a small quantity of MeOH was dissolved 243.7 g (0.55 mole) of BOC-Arg-CHA.HCl, and the resulting solution was reacted at room temperature for one hour. After the reaction, 1,093 ml of isopropyl alcohol was added, and the product was re-precipitated in AcOEt. The deposited crystalline product was collected by filtration and dried to obtain 156.2 g (74.3%) of H-Arg-CHA.2HCl.